From a dataset of the Open Reaction Database (ORD), a public repository of structured organic reaction records. describe an organic reaction: reactants, conditions, products, and yield Reactants: C(C(O)C)(=O)O (lactic acid), lactic acid ester, C(C=C)(=O)[O-] (acrylate), C(C(O)C)(=O)O (Lactic acid), lactic acid ester, anhydride. The solvent is C(C)(=O)O (acetic acid). Product: C(C)(=O)OC(C(=O)O)C (2-acetoxy propionic acid), ester. RXN SMILES: [C:1]([OH:6])(=[O:5])[CH:2]([CH3:4])[OH:3].[C:7]([O-])(=[O:10])[CH:8]=C>C(O)(=O)C>[C:7]([O:3][CH:2]([CH3:4])[C:1]([OH:6])=[O:5])(=[O:10])[CH3:8]. Procedure details: In one aspect the invention pertains to a process of forming an acrylate without utilizing an anhydride reagent. Lactic acid or a lactic acid ester is introduced into a first vessel with an excess of acetic acid (as measured by molar value). The lactic acid or lactic acid ester is reacted with a first portion of the acetic acid in the presence of a first catalyst to produce the corresponding 2-acetoxy propionic acid or ester. A non-reacted portion of the acetic acid is recycled and can be re-use... The reactants are BrCc1ccccc1CBr, O=C1CCCCCC1, CC(C)(C)[O-], Cc1ccccc1, [K+]. Yields the product O=C1CCCCCC12Cc1ccccc1C2. As a reaction SMILES: [Br:9][CH2:10][c:11]1[c:12]([CH2:17][Br:18])[cH:13][cH:14][cH:15][cH:16]1.[C:1]1(=[O:8])[CH2:2][CH2:3][CH2:4][CH2:5][CH2:6][CH2:7]1.[CH3:19][C:20]([CH3:21])([O-:22])[CH3:23].[CH3:25][c:26]1[cH:27][cH:28][cH:29][cH:30][cH:31]1.[K+:24]>>[C:1]1(=[O:8])[C:2]2([CH2:3][CH2:4][CH2:5][CH2:6][CH2:7]1)[CH2:10][c:11]1[c:12]([cH:13][cH:14][cH:15][cH:16]1)[CH2:17]2. Starting materials: C(C)(C)(C)C=1C=C(C=C(C1O)C(C)(C)C)C1=C(C1=O)C1=CC(=C(C(=C1)C(C)(C)C)O)C(C)(C)C (bis(3,5-di-tert-butyl-4-hydroxyphenyl)cyclopropenone), C(C(O)CC#N)#N (malonitrile), NCCC(=O)O (β-alanine), C(C)(=O)OC(C)=O (acetic anhydride). Reaction conditions: time 20 minute. Product: C(C)(C)(C)C=1C=C(C=C(C1O)C(C)(C)C)C1=C(C1=C(C#N)C#N)C1=CC(=C(C(=C1)C(C)(C)C)O)C(C)(C)C (1,2-Bis(3,5-di-tert-butyl-4-hydroxyphenyl)-3-dicyanomethylene cyclopropene). The yield is 540.8%. As a reaction SMILES: [C:1]([C:5]1[CH:6]=[C:7]([C:16]2[C:18](=O)[C:17]=2[C:20]2[CH:25]=[C:24]([C:26]([CH3:29])([CH3:28])[CH3:27])[C:23]([OH:30])=[C:22]([C:31]([CH3:34])([CH3:33])[CH3:32])[CH:21]=2)[CH:8]=[C:9]([C:12]([CH3:15])([CH3:14])[CH3:13])[C:10]=1[OH:11])([CH3:4])([CH3:3])[CH3:2].C(#N)[CH:36]([CH2:38][C:39]#[N:40])O.[NH2:42]CCC(O)=O.C(OC(=O)C)(=O)C>>[C:26]([C:24]1[CH:25]=[C:20]([C:17]2[C:18](=[C:38]([C:36]#[N:42])[C:39]#[N:40])[C:16]=2[C:7]2[CH:6]=[C:5]([C:1]([CH3:4])([CH3:2])[CH3:3])[C:10]([OH:11])=[C:9]([C:12]([CH3:14])([CH3:13])[CH3:15])[CH:8]=2)[CH:21]=[C:22]([C:31]([CH3:34])([CH3:32])[CH3:33])[C:23]=1[OH:30])([CH3:29])([CH3:28])[CH3:27]. Procedure details: A mixture of 1.00 g (2.17 mmol) of bis(3,5-di-tert-butyl-4-hydroxyphenyl)cyclopropenone 4, 0.29 g (4.3 mmol) of malonitrile and 0.02 g of β-alanine in 3.0 ml of freshly distilled acetic anhydride was heated to reflux with stirring for 20 min. A white precipitate formed in the reddish brown solution. The mixture was cooled to room temperature, and the precipitate was collected by filtration and recrystallized from benzene to give 0.62 g (56%) of 6a as pale yellow needles; mp 280-281°, (dec); ir (... Reactants: C1COCCN1, CCOCC, C#CCCCI. Product: C#CCCCN1CCOCC1. Reaction SMILES: [CH2:7]1[CH2:8][O:9][CH2:10][CH2:11][NH:12]1.[CH3:13][CH2:14][O:15][CH2:16][CH3:17].[I:1][CH2:2][CH2:3][CH2:4][C:5]#[CH:6]>>[CH2:2]([CH2:3][CH2:4][C:5]#[CH:6])[N:12]1[CH2:7][CH2:8][O:9][CH2:10][CH2:11]1. The reactants are CN1C=NC=C1 (N-methylimidazole), FC(C(F)(F)F)(F)P(OCCCBr)(=O)C(C(F)(F)F)(F)F (3-Bromopropyl bis(pentafluoroethyl)phosphinate), P(=O)(C(F)(F)C(F)(F)F)(C(F)(F)C(F)(F)F)OCCCBr ((C2F5)2P(O)OCH2—CH2CH2Br). Reaction conditions: temperature 0 celsius, time 3 hour. The product is FC(C(F)(F)F)(F)P([O-])(=O)C(C(F)(F)F)(F)F.BrCCC[N+]1=CN(C=C1)C (1-(3-Bromopropyl)-3-methylimidazolium bis(pentafluoroethyl)phosphinate), [BrCH2CH2CH2MIM][(C2F5)2P(O)O]. The yield is 95.0%. Reaction SMILES: [F:1][C:2]([P:8]([C:15]([F:21])([F:20])[C:16]([F:19])([F:18])[F:17])(=[O:14])[O:9][CH2:10][CH2:11][CH2:12][Br:13])([F:7])[C:3]([F:6])([F:5])[F:4].[CH3:22][N:23]1[CH:27]=[CH:26][N:25]=[CH:24]1>>[F:7][C:2]([P:8]([C:15]([F:20])([F:21])[C:16]([F:19])([F:18])[F:17])(=[O:9])[O-:14])([F:1])[C:3]([F:6])([F:5])[F:4].[Br:13][CH2:12][CH2:11][CH2:10][N+:25]1[CH:26]=[CH:27][N:23]([CH3:22])[CH:24]=1 |f:2.3|. Procedure details: 3-Bromopropyl bis(pentafluoroethyl)phosphinate, (C2F5)2P(O)OCH2—CH2CH2Br, (4.710 g; 11.1 mmol) is slowly added dropwise to cooled (0° C.) N-methylimidazole (0.907 g; 11.0 mmol) (exothermic) in a 50 ml glass flask. It The colourless, more highly viscous and slightly cloudy reaction mixture is stirred at 0° C. for 1 h and at room temperature for 3 h and purified in vacuo (10−3 mbar) at room temperature. 1-(3-Bromopropyl)-3-methylimidazolium bis(pentafluoroethyl)phosphinate, [BrCH2CH2CH2MIM][(C2F5)...